The task is: describe an organic reaction: reactants, conditions, products, and yield. This data is from the Open Reaction Database (ORD), a public repository of structured organic reaction records. The reactants are IC=1C=CC(=NC1C)NC=C(C(=O)OCC)C(=O)OCC (diethyl 2-{[(5-iodo-6-methyl-2-pyridinyl)amino]methylene}malonate), 3, C(C)O (ethanol). Solvent: Hexanes, C1(=CC=CC=C1)OC1=CC=CC=C1 (diphenyl ether). The product is OC1=C(C=NC2=NC(=C(C=C12)I)C)C(=O)OCC (Ethyl 4-hydroxy-6-iodo-7-methyl[1,8]naphthyridine-3-carboxylate). The yield is 52.0%. RXN SMILES: [I:1][C:2]1[CH:3]=[CH:4][C:5]([NH:9][CH:10]=[C:11]([C:17]([O:19]CC)=O)[C:12]([O:14][CH2:15][CH3:16])=[O:13])=[N:6][C:7]=1[CH3:8].C(O)C>C1(OC2C=CC=CC=2)C=CC=CC=1>[OH:19][C:17]1[C:4]2[C:5](=[N:6][C:7]([CH3:8])=[C:2]([I:1])[CH:3]=2)[N:9]=[CH:10][C:11]=1[C:12]([O:14][CH2:15][CH3:16])=[O:13]. Procedure: A solution of diethyl 2-{[(5-iodo-6-methyl-2-pyridinyl)amino]methylene}malonate Prep 3(1.09 g) in 20 mL diphenyl ether is heated at 250° C. for 2 h with removal of ethanol via a Dean-Stark trap. The reaction is cooled to room temperature. Hexanes (15 mL) are added and the solid is filtered, washed thoroughly with hexanes, and dried. The crude solid is dissolved in CH2Cl2/MeOH and adsorbed onto silica. Purification by chromatography (eluent CH2Cl2 (1L), 1% MeOH/CH2Cl2 (1L), 2% MeOH/CH2Cl2 (2L)) a... Starting materials: ClC=1C=CC(=NC1C1=CC(=CC=C1)Cl)C(=O)O (5-chloro-6-(3-chloro-phenyl)-pyridine-2-carboxylic acid), N1(CCCCC1)N (1-piperidinamine). Yields the product N1(CCCCC1)NC(=O)C1=NC(=C(C=C1)Cl)C1=CC(=CC=C1)Cl (5-Chloro-6-(3-chloro-phenyl)-pyridine-2-carboxylic acid piperidin-1-ylamide). As a reaction SMILES: [Cl:1][C:2]1[CH:3]=[CH:4][C:5]([C:15]([OH:17])=O)=[N:6][C:7]=1[C:8]1[CH:13]=[CH:12][CH:11]=[C:10]([Cl:14])[CH:9]=1.[N:18]1([NH2:24])[CH2:23][CH2:22][CH2:21][CH2:20][CH2:19]1>>[N:18]1([NH:24][C:15]([C:5]2[CH:4]=[CH:3][C:2]([Cl:1])=[C:7]([C:8]3[CH:13]=[CH:12][CH:11]=[C:10]([Cl:14])[CH:9]=3)[N:6]=2)=[O:17])[CH2:23][CH2:22][CH2:21][CH2:20][CH2:19]1. Procedure: The title compound was synthesized in analogy to Example 1, using 5-chloro-6-(3-chloro-phenyl)-pyridine-2-carboxylic acid (Example 58 c) and 1-piperidinamine (CAN 2213-43-6) as starting materials, MS (LC/MS): 350.1 [M+H]+. Reactants: ClC1=CC(=NC2=CC(=CC=C12)OC)C1=CC=CC=C1 (4-chloro-7-methoxy-2-phenyl-quinoline), NCC(CN)O (1,3-diamino-2-propanol). Product: Cl.NCC(CNC1=CC(=NC2=CC(=CC=C12)OC)C1=CC=CC=C1)O ((RS)-1-Amino-3-(7-methoxy-2-phenyl-quinolin-4-ylamino)-propan-2-ol hydrochloride). As a reaction SMILES: [Cl:1][C:2]1[C:11]2[C:6](=[CH:7][C:8]([O:12][CH3:13])=[CH:9][CH:10]=2)[N:5]=[C:4]([C:14]2[CH:19]=[CH:18][CH:17]=[CH:16][CH:15]=2)[CH:3]=1.[NH2:20][CH2:21][CH:22]([OH:25])[CH2:23][NH2:24]>>[ClH:1].[NH2:20][CH2:21][CH:22]([OH:25])[CH2:23][NH:24][C:2]1[C:11]2[C:6](=[CH:7][C:8]([O:12][CH3:13])=[CH:9][CH:10]=2)[N:5]=[C:4]([C:14]2[CH:19]=[CH:18][CH:17]=[CH:16][CH:15]=2)[CH:3]=1 |f:2.3|. Procedure details: The title compound, m.p. 184-186° C. (and MS: m/e=323 (M+), was prepared from 4-chloro-7-methoxy-2-phenyl-quinoline and 1,3-diamino-2-propanol. The reactants are C(Cl)(Cl)Cl (CHCl3), NC1=NC2=CC(=CC=C2C2=C1N=C1N2[C@H](COC1)C)/C=C/C(=O)N(C)C ((2E)-3-[(11S)-6-amino-11-methyl-10,11-dihydro-8H-[1,4]oxazino[4′,3′:1,2]imidazo[4,5-c]quinolin-3-yl]-N,N-dimethylprop-2-enamide). The reagents and catalysts are [Pd] (palladium on carbon), [Pd] (palladium on carbon). Solvent: C(C)O (ethanol), C(C)O (ethanol). Reaction conditions: time 8 hour. The product is NC1=NC2=CC(=CC=C2C2=C1N=C1N2[C@H](COC1)C)CCC(=O)N(C)C (3-[(11S)-6-amino-11-methyl-10,11-dihydro-8H-[1,4]oxazino[4′,3′:1,2]imidazo[4,5-c]quinolin-3-yl]-N,N-dimethylpropanamide). Yield: 56.6%. Reaction SMILES: [NH2:1][C:2]1[C:11]2[N:12]=[C:13]3[CH2:18][O:17][CH2:16][C@H:15]([CH3:19])[N:14]3[C:10]=2[C:9]2[C:4](=[CH:5][C:6](/[CH:20]=[CH:21]/[C:22]([N:24]([CH3:26])[CH3:25])=[O:23])=[CH:7][CH:8]=2)[N:3]=1.C(Cl)(Cl)Cl>[Pd].C(O)C>[NH2:1][C:2]1[C:11]2[N:12]=[C:13]3[CH2:18][O:17][CH2:16][C@H:15]([CH3:19])[N:14]3[C:10]=2[C:9]2[C:4](=[CH:5][C:6]([CH2:20][CH2:21][C:22]([N:24]([CH3:26])[CH3:25])=[O:23])=[CH:7][CH:8]=2)[N:3]=1. Procedure details: A 250-mL, glass Parr bottle was charged with palladium on carbon (10%, 0.05 g) and 2 mL of ethanol. A solution of (2E)-3-[(11S)-6-amino-11-methyl-10,11-dihydro-8H-[1,4]oxazino[4′,3′:1,2]imidazo[4,5-c]quinolin-3-yl]-N,N-dimethylprop-2-enamide (210 mg, 0.60 mmol) dissolved in 50 mL of ethanol was then added. The reaction mixture was placed on Parr apparatus and shaken under H2 at 50 PSI (3.4×105 Pa) overnight at ambient temperature. The reaction mixture was treated with additional palladium on car... Reactants: CC(F)(F)c1ccc(Cn2ccc(N)n2)o1, O=C(O)c1ncoc1-c1ccccc1. Product: CC(F)(F)c1ccc(Cn2ccc(NC(=O)c3ncoc3-c3ccccc3)n2)o1. As a reaction SMILES: [F:1][C:2]([CH3:3])([F:4])[c:5]1[cH:6][cH:7][c:8]([CH2:10][n:11]2[n:12][c:13]([NH2:16])[cH:14][cH:15]2)[o:9]1.[c:17]1(-[c:23]2[c:24]([C:28](=[O:29])[OH:30])[n:25][cH:26][o:27]2)[cH:18][cH:19][cH:20][cH:21][cH:22]1>>[F:1][C:2]([CH3:3])([F:4])[c:5]1[cH:6][cH:7][c:8]([CH2:10][n:11]2[n:12][c:13]([NH:16][C:28]([c:24]3[c:23](-[c:17]4[cH:18][cH:19][cH:20][cH:21][cH:22]4)[o:27][cH:26][n:25]3)=[O:29])[cH:14][cH:15]2)[o:9]1. Reactants: N1C=CC2=CC(=CC=C12)OC1=NC=NC2=CC(=C(C=C12)OC)OC[C@@H]1OC1 ((2R)-4-(indol-5-yloxy)-6-methoxy-7-(oxiran-2-ylmethoxy)quinazoline), N1CCCCC1 (piperidine). The product is O[C@@H](COC1=C(C=C2C(=NC=NC2=C1)OC=1C=C2C=CNC2=CC1)OC)CN1CCCCC1 ((2R)-7-(2-hydroxy-3-piperidinopropoxy)-4-(indol-5-yloxy)-6-methoxyquinazoline). Isolated yield 87.3%. RXN SMILES: [NH:1]1[C:9]2[C:4](=[CH:5][C:6]([O:10][C:11]3[C:20]4[C:15](=[CH:16][C:17]([O:23][CH2:24][C@H:25]5[CH2:27][O:26]5)=[C:18]([O:21][CH3:22])[CH:19]=4)[N:14]=[CH:13][N:12]=3)=[CH:7][CH:8]=2)[CH:3]=[CH:2]1.[NH:28]1[CH2:33][CH2:32][CH2:31][CH2:30][CH2:29]1>>[OH:26][C@H:25]([CH2:27][N:28]1[CH2:33][CH2:32][CH2:31][CH2:30][CH2:29]1)[CH2:24][O:23][C:17]1[CH:16]=[C:15]2[C:20]([C:11]([O:10][C:6]3[CH:5]=[C:4]4[C:9](=[CH:8][CH:7]=3)[NH:1][CH:2]=[CH:3]4)=[N:12][CH:13]=[N:14]2)=[CH:19][C:18]=1[O:21][CH3:22]. Procedure details: Using an analogous procedure to that described in Example 292, (2R)-4-(indol-5-yloxy)-6-methoxy-7-(oxiran-2-ylmethoxy)quinazoline (300 mg, 0.83 mmol), (prepared as described for the starting material in Example 292), was reacted with piperidine (211 mg, 2.49 mmol) to give (2R)-7-(2-hydroxy-3-piperidinopropoxy)-4-(indol-5-yloxy)-6-methoxyquinazoline (325 mg, 86%).